Task: describe an organic reaction: reactants, conditions, products, and yield. Dataset: the Open Reaction Database (ORD), a public repository of structured organic reaction records Starting materials: Clc1ncnc(Cl)c1-c1ccc(Br)cc1, NS(=O)(=O)NCc1ccccc1, CS(C)=O, [K], O=C(O)CC(O)(CC(=O)O)C(=O)O. The product is O=S(=O)(NCc1ccccc1)Nc1ncnc(Cl)c1-c1ccc(Br)cc1. Reaction SMILES: [Br:1][c:2]1[cH:3][cH:4][c:5](-[c:8]2[c:9]([Cl:15])[n:10][cH:11][n:12][c:13]2[Cl:14])[cH:6][cH:7]1.[CH2:17]([c:18]1[cH:19][cH:20][cH:21][cH:22][cH:23]1)[NH:24][S:25](=[O:26])(=[O:27])[NH2:28].[CH3:29][S:30]([CH3:31])=[O:32].[K:16].[OH:33][C:34]([CH2:35][C:36]([C:37](=[O:38])[OH:39])([CH2:40][C:41](=[O:42])[OH:43])[OH:44])=[O:45]>>[Br:1][c:2]1[cH:3][cH:4][c:5](-[c:8]2[c:9]([Cl:15])[n:10][cH:11][n:12][c:13]2[NH:28][S:25]([NH:24][CH2:17][c:18]2[cH:19][cH:20][cH:21][cH:22][cH:23]2)(=[O:26])=[O:27])[cH:6][cH:7]1. Reactants: CCOc1ccc(COc2ccc3c(c2)cc2n3CCC2CC(=O)OC(C)(C)C)cc1OCC, CCOC(C)=O, Cl, [Li+], C1COCCO1, [OH-]. Yields the product CCOc1ccc(COc2ccc3c(c2)cc2n3CCC2CC(=O)O)cc1OCC. RXN SMILES: [CH2:1]([CH3:2])[O:3][c:4]1[cH:5][c:6]([CH2:7][O:8][c:9]2[cH:10][c:11]3[cH:12][c:13]4[n:14]([c:15]3[cH:16][cH:17]2)[CH2:18][CH2:19][CH:20]4[CH2:21][C:22](=[O:23])[O:24][C:25]([CH3:26])([CH3:27])[CH3:28])[cH:29][cH:30][c:31]1[O:32][CH2:33][CH3:34].[CH3:37][CH2:38][O:39][C:40]([CH3:41])=[O:42].[ClH:43].[Li+:36].[O:44]1[CH2:45][CH2:46][O:47][CH2:48][CH2:49]1.[OH-:35]>>[CH2:1]([CH3:2])[O:3][c:4]1[cH:5][c:6]([CH2:7][O:8][c:9]2[cH:10][c:11]3[cH:12][c:13]4[n:14]([c:15]3[cH:16][cH:17]2)[CH2:18][CH2:19][CH:20]4[CH2:21][C:22](=[O:23])[OH:24])[cH:29][cH:30][c:31]1[O:32][CH2:33][CH3:34]. Product: CC1CN(CCC1)C=1C=CC=2CNCCOC2N1 (8-(3-methylpiperidin-1-yl)-2,3,4,5-tetrahydropyrido[3,2-f][1,4]oxazepine). Procedure: A mixture of the compound (0.15 g) obtained in step 1 and 4N hydrogen chloride/ethyl acetate (2 mL) was stirred at room temperature for 3 hr. The precipitate was collected by filtration, and the aqueous layer was made basic with ethyl acetate and aqueous sodium hydroxide solution. The organic layer was washed with brine and dried, and the solvent was evaporated under reduced pressure. The residue was recrystallized from pentane to give the title compound (0.07 g, 67%) as a white powder. Reactants: CC1CN(CCC1)C=1C=CC=2CN(CCOC2N1)C(=O)OC(C)(C)C (tert-butyl 8-(3-methylpiperidin-1-yl)-2,3-dihydropyrido[3,2-f][1,4]oxazepine-4(5H)-carboxylate), Cl.C(C)(=O)OCC (hydrogen chloride ethyl acetate). As a reaction SMILES: [CH3:1][CH:2]1[CH2:7][CH2:6][CH2:5][N:4]([C:8]2[CH:9]=[CH:10][C:11]3[CH2:12][N:13](C(OC(C)(C)C)=O)[CH2:14][CH2:15][O:16][C:17]=3[N:18]=2)[CH2:3]1.Cl.C(OCC)(=O)C>>[CH3:1][CH:2]1[CH2:7][CH2:6][CH2:5][N:4]([C:8]2[CH:9]=[CH:10][C:11]3[CH2:12][NH:13][CH2:14][CH2:15][O:16][C:17]=3[N:18]=2)[CH2:3]1 |f:1.2|. Yield: 65.6%. Conditions: time 3 hour. Reactants: Brc1cnc(I)nc1, CC(C)(C)OC(=O)N1CCC(CO)CC1, CS(C)=O, [H-], [Na+], O. The product is CC(C)(C)OC(=O)N1CCC(COc2ncc(Br)cn2)CC1. RXN SMILES: [Br:18][c:19]1[cH:20][n:21][c:22]([I:25])[n:23][cH:24]1.[C:1](=[O:2])([O:3][C:4]([CH3:5])([CH3:6])[CH3:7])[N:8]1[CH2:9][CH2:10][CH:11]([CH2:14][OH:15])[CH2:12][CH2:13]1.[CH3:26][S:27]([CH3:28])=[O:29].[H-:17].[Na+:16].[OH2:30]>>[C:1](=[O:2])([O:3][C:4]([CH3:5])([CH3:6])[CH3:7])[N:8]1[CH2:9][CH2:10][CH:11]([CH2:14][O:15][c:22]2[n:21][cH:20][c:19]([Br:18])[cH:24][n:23]2)[CH2:12][CH2:13]1. The reactants are C1CCOC1, Clc1ncnc2[nH]ccc12, [H-], [Na+], O, O=S(=O)(Cl)Cl, Cc1ccccc1. Yields the product Cc1ccc(S(=O)(=O)n2ccc3c(Cl)ncnc32)cc1. Reaction SMILES: [CH2:26]1[O:27][CH2:28][CH2:29][CH2:30]1.[Cl:1][c:2]1[c:3]2[c:4]([n:5][cH:6][n:7]1)[nH:8][cH:9][cH:10]2.[H-:11].[Na+:12].[OH2:25].[S:13](=[O:14])(=[O:15])([Cl:16])[Cl:17].[c:18]1([CH3:24])[cH:19][cH:20][cH:21][cH:22][cH:23]1>>[Cl:1][c:2]1[c:3]2[c:4]([n:5][cH:6][n:7]1)[n:8]([S:13](=[O:14])(=[O:15])[c:21]1[cH:20][cH:19][c:18]([CH3:24])[cH:23][cH:22]1)[cH:9][cH:10]2. The reactants are 10, COCC1(CCN(CC1)CC1=CC=CC=C1)NC1=CC=CC=C1 (4-(methoxymethyl)-N-phenyl-1-(phenylmethyl)-4-piperidinamine), [H][H] (hydrogen). Reagents/catalysts: [Pd] (palladium-on-charcoal). Solvent: C(C)(=O)O (acetic acid). Product: COCC1(CCNCC1)NC1=CC=CC=C1 (4-(methoxymethyl)-N-phenyl-4-piperidinamine). Reaction SMILES: [CH3:1][O:2][CH2:3][C:4]1([NH:17][C:18]2[CH:23]=[CH:22][CH:21]=[CH:20][CH:19]=2)[CH2:9][CH2:8][N:7](CC2C=CC=CC=2)[CH2:6][CH2:5]1.[H][H]>[Pd].C(O)(=O)C>[CH3:1][O:2][CH2:3][C:4]1([NH:17][C:18]2[CH:23]=[CH:22][CH:21]=[CH:20][CH:19]=2)[CH2:9][CH2:8][NH:7][CH2:6][CH2:5]1. Procedure details: A mixture of 10 parts of 4-(methoxymethyl)-N-phenyl-1-(phenylmethyl)-4-piperidinamine and 200 parts of acetic acid is hydrogenated at normal pressure and at room temperature with 2 parts of palladium-on-charcoal catalyst 10%. After the calculated amount of hydrogen is taken up, the catalyst is filtered off and the filtrate is evaporated. The oily residue is dissolved in water, cooled and alkalized with ammonium hydroxide. The product is extracted with trichloromethane. The extract is washed with... The reactants are C(C)(=O)C1=C(C(=C(OCCCS(=O)(=O)C2=C(C(=C(C=C2)CC(=O)OC)Cl)Cl)C=C1)CCC)O (4-(3-(4-acetyl-3-hydroxy-2-propylphenoxy)propylsulfonyl)-2,3 -dichloro-benzeneacetic acid, methyl Ester), C(C)(=O)C1=C(C(=C(OCCCSC2=C(C(=C(C=C2)CC(=O)OC)Cl)Cl)C=C1)CCC)O (4-(3-(4-acetyl-3-hydroxy-2-propylphenoxy)propylthio)-2,3 -dichlorobenzene-acetic acid, methyl Ester). Yields the product C(C)(=O)C1=C(C(=C(OCCCS(=O)(=O)C2=C(C(=C(C=C2)CC(=O)O)Cl)Cl)C=C1)CCC)O (4-(3-(4-acetyl-3-hydroxy-2-propylphenoxy)propylsulfonyl)-2,3-dichloro-benzeneacetic Acid). As a reaction SMILES: [C:1]([C:4]1[CH:29]=[CH:28][C:7]([O:8][CH2:9][CH2:10][CH2:11][S:12]([C:15]2[CH:20]=[CH:19][C:18]([CH2:21][C:22]([O:24]C)=[O:23])=[C:17]([Cl:26])[C:16]=2[Cl:27])(=[O:14])=[O:13])=[C:6]([CH2:30][CH2:31][CH3:32])[C:5]=1[OH:33])(=[O:3])[CH3:2].C(C1C=CC(OCCCSC2C=CC(CC(OC)=O)=C(Cl)C=2Cl)=C(CCC)C=1O)(=O)C>>[C:1]([C:4]1[CH:29]=[CH:28][C:7]([O:8][CH2:9][CH2:10][CH2:11][S:12]([C:15]2[CH:20]=[CH:19][C:18]([CH2:21][C:22]([OH:24])=[O:23])=[C:17]([Cl:26])[C:16]=2[Cl:27])(=[O:14])=[O:13])=[C:6]([CH2:30][CH2:31][CH3:32])[C:5]=1[OH:33])(=[O:3])[CH3:2]. Reported procedure: By following Step H of Example 1, but substituting the product of Step A of this example for the ester of Step G of Example 1, the title compound, mp 180°-181° C., was obtained.